From a dataset of the Open Reaction Database (ORD), a public repository of structured organic reaction records. describe an organic reaction: reactants, conditions, products, and yield Starting materials: BrC(CCCl)C(=O)C1=CC=C(C=C1)Cl (4-chloro-phenyl 1-bromo-3-chloro-n-propyl ketone), [F-].[K+] (potassium fluoride), C(COCCO)O (diethylene glycol), C1(=CC=CC=C1)C (toluene). Solvent: O (water). Run at temperature 100 celsius. Product: ClC1=CC=C(C=C1)C(=O)C1(CC1)F (1-fluoro-cyclopropyl 4-chlorophenyl ketone). The yield is 10.1%. Reaction SMILES: [F-:1].[K+].C(O)COCCO.C1(C)C=CC=CC=1.Br[CH:18]([C:22]([C:24]1[CH:29]=[CH:28][C:27]([Cl:30])=[CH:26][CH:25]=1)=[O:23])[CH2:19][CH2:20]Cl>O>[Cl:30][C:27]1[CH:28]=[CH:29][C:24]([C:22]([C:18]2([F:1])[CH2:20][CH2:19]2)=[O:23])=[CH:25][CH:26]=1 |f:0.1|. Procedure: 2000 g (34.5 mol) of potassium fluoride are introduced into 7 liters of diethylene glycol, and the mixture is treated with 500 ml of toluene at room temperature. The toluene is distilled off at 150° C., and the mixture is then allowed to cool to 100° C., and 1500 g (5 mol) of 4-chloro-phenyl 1-bromo-3-chloro-n-propyl ketone are added in portions in the course of 15 minutes. The reaction mixture is heated for 4 hours at 150° C. and then cooled and poured into 10 liters of water. The resulting mix... The reactants are [OH-].[Na+] (NaOH), OO (H2O2), C(C1=CC=CC=C1)OC1=CC=C(C=C1)C1=CCN(CC1)C(=O)OC(C)(C)C (tert-butyl 4-(4-(benzyloxy)-phenyl)-5,6-dihydropyridine-1(2H)-carboxylate), [BH4-].[Na+] (NaBH4), B(F)(F)F.CCOCC (boron trifluoride etherate), final mixture. Solvent: C(C)O (ethanol), O (H2O), C1CCOC1 (THF), C1CCOC1 (THF). Reaction conditions: temperature 0 celsius. The product is C(C1=CC=CC=C1)OC1=CC=C(C=C1)[C@H]1[C@@H](CN(CC1)C(=O)OC(C)(C)C)O ((±)-rel-(3S,4S)-tert-butyl 4-(4-(benzyloxy)phenyl)-3-hydroxypiperidine-1-carboxylate). Isolated yield 85.9%. RXN SMILES: [BH4-].[Na+].B(F)(F)F.CC[O:9]CC.[CH2:12]([O:19][C:20]1[CH:25]=[CH:24][C:23]([C:26]2[CH2:31][CH2:30][N:29]([C:32]([O:34][C:35]([CH3:38])([CH3:37])[CH3:36])=[O:33])[CH2:28][CH:27]=2)=[CH:22][CH:21]=1)[C:13]1[CH:18]=[CH:17][CH:16]=[CH:15][CH:14]=1.[OH-].[Na+].OO>C1COCC1.C(O)C.O>[CH2:12]([O:19][C:20]1[CH:25]=[CH:24][C:23]([C@@H:26]2[CH2:31][CH2:30][N:29]([C:32]([O:34][C:35]([CH3:38])([CH3:37])[CH3:36])=[O:33])[CH2:28][C@H:27]2[OH:9])=[CH:22][CH:21]=1)[C:13]1[CH:14]=[CH:15][CH:16]=[CH:17][CH:18]=1 |f:0.1,2.3,5.6|. Reported procedure: To a stirring mixture of NaBH4 (0.93 g, 24.6 mmol) in THF (25 mL) cooled to 0° C. was added boron trifluoride etherate (3.2 mL, 25 mmol) and the mixture was allowed to warm up to rt over 1 h. It was then re-cooled to 0° C. and to it was added a solution of tert-butyl 4-(4-(benzyloxy)-phenyl)-5,6-dihydropyridine-1(2H)-carboxylate (3 g, 8.2 mmol) in THF (10 mL). The resulting mixture was allowed to warm up to rt over 2 h. The reaction mixture was cooled again to 0° C. and H2O (10 mL), ethanol (10 ... Reactants: C(C1=CC=CC=C1)OC1=C(C=CC(=C1)F)C1=NC(=NC=C1F)Cl (4-[2-(benzyloxy)-4-fluorophenyl]-2-chloro-5-fluoropyrimidine), C1(CCCCC1)S(=O)(=O)CC=1C=C(N)C=CC1 (3-[(cyclohexylsulfonyl)methyl]aniline). The product is C(C1=CC=CC=C1)OC1=C(C=CC(=C1)F)C1=NC(=NC=C1F)NC1=CC(=CC=C1)CS(=O)(=O)C1CCCCC1 (4-[2-(Benzyloxy)-4-fluorophenyl]-N-{3-[(cyclohexylsulfonyl)methyl]phenyl}-5-fluoropyrimidin-2-amine). As a reaction SMILES: [CH2:1]([O:8][C:9]1[CH:14]=[C:13]([F:15])[CH:12]=[CH:11][C:10]=1[C:16]1[C:21]([F:22])=[CH:20][N:19]=[C:18](Cl)[N:17]=1)[C:2]1[CH:7]=[CH:6][CH:5]=[CH:4][CH:3]=1.[CH:24]1([S:30]([CH2:33][C:34]2[CH:35]=[C:36]([CH:38]=[CH:39][CH:40]=2)[NH2:37])(=[O:32])=[O:31])[CH2:29][CH2:28][CH2:27][CH2:26][CH2:25]1>>[CH2:1]([O:8][C:9]1[CH:14]=[C:13]([F:15])[CH:12]=[CH:11][C:10]=1[C:16]1[C:21]([F:22])=[CH:20][N:19]=[C:18]([NH:37][C:36]2[CH:38]=[CH:39][CH:40]=[C:34]([CH2:33][S:30]([CH:24]3[CH2:25][CH2:26][CH2:27][CH2:28][CH2:29]3)(=[O:32])=[O:31])[CH:35]=2)[N:17]=1)[C:2]1[CH:7]=[CH:6][CH:5]=[CH:4][CH:3]=1. Reported procedure: Example 6 was prepared under similar conditions as described in the preparation of Example 3 using 4-[2-(benzyloxy)-4-fluorophenyl]-2-chloro-5-fluoropyrimidine and 3-[(cyclohexylsulfonyl)methyl]aniline (UkrOrgSynthesis Ltd.). The batch was purified by preparative HPLC. Run in C(CCC)O (nBuOH), C(CCC)O (nBuOH). The product is COC1=CC=C(C=C1)NC=1C2=C(N=C(N1)NC=1C=C3CCC(NC3=CC1)=O)NC=C2C#N (4-(4-methoxyphenylamino)-2-(2-oxo-1,2,3,4-tetrahydroquinolin-6-ylamino)-7H-pyrrolo[2,3-d]pyrimidine-5-carbonitrile). Conditions: temperature 135 celsius, time 20 hour. Procedure details: A mixture of 2-chloro-4-(4-methoxyphenylamino)-7-tosyl-7H-pyrrolo[2,3-d]pyrimidine-5-carbonitrile (68 mg, 0.15 mmol), 6-amino-3,4-dihydroquinolin-2(1H)-one (40 mg, 0.24 mmol) and trimethylsilyl chloride (0.100 mL, 0.790 mmol) in nBuOH (2 mL) was stirred at 135° C. for 20 h. More 6-amino-3,4-dihydroquinolin-2(1H)-one (24 mg, 0.15 mmol) and trimethylsilyl chloride (0.200 mL, 1.58 mmol) were added. It was stirred at 135° C. for another 20 h. nBuOH was removed in vacuo. The residue was purified by H... Yield: 7.8%. Starting materials: ClC=1N=C(C2=C(N1)N(C=C2C#N)S(=O)(=O)C2=CC=C(C)C=C2)NC2=CC=C(C=C2)OC (2-chloro-4-(4-methoxyphenylamino)-7-tosyl-7H-pyrrolo[2,3-d]pyrimidine-5-carbonitrile), NC=1C=C2CCC(NC2=CC1)=O (6-amino-3,4-dihydroquinolin-2(1H)-one), C[Si](C)(C)Cl (trimethylsilyl chloride), NC=1C=C2CCC(NC2=CC1)=O (6-amino-3,4-dihydroquinolin-2(1H)-one), C[Si](C)(C)Cl (trimethylsilyl chloride). RXN SMILES: Cl[C:2]1[N:3]=[C:4]([NH:23][C:24]2[CH:29]=[CH:28][C:27]([O:30][CH3:31])=[CH:26][CH:25]=2)[C:5]2[C:10]([C:11]#[N:12])=[CH:9][N:8](S(C3C=CC(C)=CC=3)(=O)=O)[C:6]=2[N:7]=1.[NH2:32][C:33]1[CH:34]=[C:35]2[C:40](=[CH:41][CH:42]=1)[NH:39][C:38](=[O:43])[CH2:37][CH2:36]2.C[Si](Cl)(C)C>C(O)CCC>[CH3:31][O:30][C:27]1[CH:26]=[CH:25][C:24]([NH:23][C:4]2[C:5]3[C:10]([C:11]#[N:12])=[CH:9][NH:8][C:6]=3[N:7]=[C:2]([NH:32][C:33]3[CH:34]=[C:35]4[C:40](=[CH:41][CH:42]=3)[NH:39][C:38](=[O:43])[CH2:37][CH2:36]4)[N:3]=2)=[CH:29][CH:28]=1.